From a dataset of the Open Reaction Database (ORD), a public repository of structured organic reaction records. describe an organic reaction: reactants, conditions, products, and yield Reactants: BrCCOC1CCCCO1, COC(=O)Cc1ccc(Cl)c(Cl)c1, [H-], [Na+], CN(C)C=O. Yields the product O=C1OCCC1c1ccc(Cl)c(Cl)c1. As a reaction SMILES: [Br:16][CH2:17][CH2:18][O:19][CH:20]1[CH2:21][CH2:22][CH2:23][CH2:24][O:25]1.[CH3:1][O:2][C:3]([CH2:4][c:5]1[cH:6][c:7]([Cl:12])[c:8]([Cl:11])[cH:9][cH:10]1)=[O:13].[H-:15].[Na+:14].[O:26]=[CH:27][N:28]([CH3:29])[CH3:30]>>[CH2:1]1[O:2][C:3](=[O:13])[CH:4]([c:5]2[cH:6][c:7]([Cl:12])[c:8]([Cl:11])[cH:9][cH:10]2)[CH2:17]1. Starting materials: [N+](=O)([O-])C=1C=C2C(=NC1)NC=C2C(=O)O (5-nitro-1H-pyrrolo[2,3-b]pyridine-3-carboxylic acid), CN(C)C(=[N+](C)C)ON1C2=C(C=CC=C2)N=N1.[B-](F)(F)(F)F (TBTU), CCN(C(C)C)C(C)C (DIPEA), N1C=CC2=CC=CN=C12 (7-azaindole). Solvent: CN(C)C=O (DMF). Reaction conditions: time 20 hour. Yields the product N1N=CC2=CC=CC=C12 (Azaindole). As a reaction SMILES: [N+]([C:4]1[CH:5]=[C:6]2[C:12]([C:13](O)=O)=C[NH:10][C:7]2=N[CH:9]=1)([O-])=O.C[N:17](C(ON1N=NC2C=CC=CC1=2)=[N+](C)C)C.[B-](F)(F)(F)F.CCN(C(C)C)C(C)C.N1C2C(=CC=CN=2)C=C1>CN(C=O)C>[NH:17]1[C:12]2[C:6](=[CH:5][CH:4]=[CH:9][CH:13]=2)[CH:7]=[N:10]1 |f:1.2|. Reported procedure: To the resin (1.5 g, 0.77 mmol/g, 1.16 mmol) of example 7 in anhydrous DMF (15 ml), it was added 5-nitro-1H-pyrrolo[2,3-b]pyridine-3-carboxylic acid (0.359 g, 1.73 mmol), TBTU (0.556 g, 1.73 mmol) and DIPEA (0.44 g, 3.48 mmol). The reaction mixture was shaken at room temperature for 20 hours and then the resin was isolated by filtration. The resin was washed sequentially with DMF (25 ml), DCM (25 ml), DMF (25 ml), DCM (25 ml), MeOH (25 ml), DCM (25 ml), MeOH (25 ml), DCM (25 ml), MeOH (25 ml), T... The reactants are CN(C)c1ccccc1CSC1=NC(=O)C(C)(C)N1, CI, CCOC(C)=O, CN(C)C=O, [H-], [Na+], O. The product is CN1C(=O)C(C)(C)N=C1SCc1ccccc1N(C)C. As a reaction SMILES: [CH3:1][N:2]([c:3]1[c:4]([CH2:5][S:6][C:7]2=[N:11][C:10](=[O:12])[C:9]([CH3:13])([CH3:14])[NH:8]2)[cH:15][cH:16][cH:17][cH:18]1)[CH3:19].[CH3:22][I:23].[CH3:24][CH2:25][O:26][C:27](=[O:28])[CH3:29].[CH3:30][N:31]([CH3:32])[CH:33]=[O:34].[H-:20].[Na+:21].[OH2:35]>>[CH3:1][N:2]([c:3]1[c:4]([CH2:5][S:6][C:7]2=[N:8][C:9]([CH3:13])([CH3:14])[C:10](=[O:12])[N:11]2[CH3:24])[cH:15][cH:16][cH:17][cH:18]1)[CH3:19].